This data is from the Open Reaction Database (ORD), a public repository of structured organic reaction records. The task is: describe an organic reaction: reactants, conditions, products, and yield Reaction SMILES: ClC(Cl)(Cl)[C:3]([C:5]1[N:14]2[C:8]([CH2:9][N:10]([C:19]([C:21]3[CH:26]=[CH:25][C:24]([C:27]4[CH:32]=[CH:31][CH:30]=[CH:29][C:28]=4[CH3:33])=[C:23]([CH3:34])[CH:22]=3)=[O:20])[C:11]3[CH:18]=[CH:17][CH:16]=[CH:15][C:12]=3[CH2:13]2)=[CH:7][CH:6]=1)=[O:4].[NH2:37][CH2:38][CH2:39][C:40]1[CH:45]=[CH:44][C:43]([OH:46])=[CH:42][CH:41]=1>>[CH3:34][C:23]1[CH:22]=[C:21]([C:19]([N:10]2[C:11]3[CH:18]=[CH:17][CH:16]=[CH:15][C:12]=3[CH2:13][N:14]3[C:5]([C:3]([NH:37][CH2:38][CH2:39][C:40]4[CH:45]=[CH:44][C:43]([OH:46])=[CH:42][CH:41]=4)=[O:4])=[CH:6][CH:7]=[C:8]3[CH2:9]2)=[O:20])[CH:26]=[CH:25][C:24]=1[C:27]1[CH:32]=[CH:31][CH:30]=[CH:29][C:28]=1[CH3:33]. The product is CC1=C(C=CC(=C1)C(=O)N1CC=2N(CC3=C1C=CC=C3)C(=CC2)C(=O)NCCC2=CC=C(C=C2)O)C2=C(C=CC=C2)C (10-[(2,2′-DIMETHYL-1,1′-BIPHENYL-4-YL)CARBONYL]-N-[2-(4-HYDROXYPHENYL)ETHYL]-10,11-DIHYDRO-5H-PYRROLO[2,1-C][1,4]BENZODIAZEPINE-3-CARBOXAMIDE). Starting materials: ClC(C(=O)C1=CC=C2CN(C3=C(CN21)C=CC=C3)C(=O)C3=CC(=C(C=C3)C3=C(C=CC=C3)C)C)(Cl)Cl (2,2,2-Trichloro-1-{10-[(2,2′-dimethyl-1,1′-biphenyl-4-yl)carbonyl]-10,11-dihydro-5H-pyrrolo[2,1-c][1,4]benzodiazepin-3-yl}ethanone), NCCC1=CC=C(C=C1)O (tyramine). Reported procedure: The title compound was synthesized in the manner of Example 13 from 2,2,2-trichloro-1-{10-[(2,2′-dimethyl-1,1′-biphenyl-4-yl)carbonyl]-10,11-dihydro-5H-pyrrolo[2,1-c][1,4]benzodiazepin-3-yl}ethanone of Example 6 and tyramine, m.p. 129-131° C. MS [(+)ESI, m/z]: 554 [M+H]+